This data is from the Open Reaction Database (ORD), a public repository of structured organic reaction records. The task is: describe an organic reaction: reactants, conditions, products, and yield Starting materials: O=C([O-])[O-], CCc1sc2cc(O)ccc2c1C(=O)NC, COCC1CCCN1C(=O)c1cc2nccc(Cl)c2s1, [Cs+], [Cs+]. Product: CCc1sc2cc(Oc3ccnc4cc(C(=O)N5CCCC5COC)sc34)ccc2c1C(=O)NC. RXN SMILES: [C:37](=[O:38])([O-:39])[O-:40].[CH3:21][NH:22][C:23](=[O:24])[c:25]1[c:26]2[c:27]([s:28][c:29]1[CH2:30][CH3:31])[cH:32][c:33]([OH:36])[cH:34][cH:35]2.[Cl:1][c:2]1[c:3]2[c:4]([n:5][cH:6][cH:7]1)[cH:8][c:9]([C:11](=[O:12])[N:13]1[CH:14]([CH2:18][O:19][CH3:20])[CH2:15][CH2:16][CH2:17]1)[s:10]2.[Cs+:41].[Cs+:42]>>[c:2]1([O:36][c:33]2[cH:32][c:27]3[c:26]([c:25]([C:23]([NH:22][CH3:21])=[O:24])[c:29]([CH2:30][CH3:31])[s:28]3)[cH:35][cH:34]2)[c:3]2[c:4]([n:5][cH:6][cH:7]1)[cH:8][c:9]([C:11](=[O:12])[N:13]1[CH:14]([CH2:18][O:19][CH3:20])[CH2:15][CH2:16][CH2:17]1)[s:10]2. Starting materials: C(C=CC1=CC=CC=C1)#N (cinnamonitrile), CC1=CC(=NN1)N (5-methyl-1H-pyrazole-3-amine), O1C(CCC1)CN ((tetrahydrofuran-2-yl)methanamine). Yields the product O1C(CCC1)CNC1=NC(=NC(=C1)NC1=NNC(=C1)C)C=CC1=CC=CC=C1 (N4-((tetrahydrofuran-2-yl)methyl)-N6-(5-methyl-1H-pyrazol-3-yl)-2-styrylpyrimidine-4,6-diamine). Reaction SMILES: [C:1](#[N:10])[CH:2]=[CH:3][C:4]1[CH:9]=[CH:8][CH:7]=[CH:6][CH:5]=1.[CH3:11][C:12]1[NH:16][N:15]=[C:14]([NH2:17])[CH:13]=1.[O:18]1[CH2:22][CH2:21][CH2:20][CH:19]1[CH2:23][NH2:24]>>[O:18]1[CH2:22][CH2:21][CH2:20][CH:19]1[CH2:23][NH:24][C:3]1[CH:2]=[C:1]([NH:17][C:14]2[CH:13]=[C:12]([CH3:11])[NH:16][N:15]=2)[N:10]=[C:1]([CH:2]=[CH:3][C:4]2[CH:9]=[CH:8][CH:7]=[CH:6][CH:5]=2)[N:10]=1. Procedure: Example 164 was synthesized via Scheme 6 according to the general scheme provided above with the appropriate starting materials cinnamonitrile, 5-methyl-1H-pyrazole-3-amine, and (tetrahydrofuran-2-yl)methanamine. Structure of the target was confirmed by 1H-NMR. The 1H-NMR is attached.